This data is from the Open Reaction Database (ORD), a public repository of structured organic reaction records. The task is: describe an organic reaction: reactants, conditions, products, and yield The reactants are ClC1=CC=C(C=C1)N(C(=O)Cl)C(=O)Cl (N-(4-chlorophenyl)-bis(chlorocarbonyl)-amine), I.CSC(NN=C(C)C)=N (acetone-S-methyl-isothiosemicarbazone hydroiodide). Solvent: C(C)N(CC)CC (triethylamine). The product is ClC1=CC=C(C=C1)N1C(N(C(NC1=O)SC)N=C(C)C)=O (1-(4-chlorophenyl)-3-isopropylideneamino-4-methylmercaptotetrahydro-1,3,5-triazine-2,6-dione). RXN SMILES: [Cl:1][C:2]1[CH:7]=[CH:6][C:5]([N:8]([C:12](Cl)=[O:13])[C:9](Cl)=[O:10])=[CH:4][CH:3]=1.I.[CH3:16][S:17][C:18](=[NH:24])[NH:19][N:20]=[C:21]([CH3:23])[CH3:22]>C(N(CC)CC)C>[Cl:1][C:2]1[CH:7]=[CH:6][C:5]([N:8]2[C:12](=[O:13])[NH:24][CH:18]([S:17][CH3:16])[N:19]([N:20]=[C:21]([CH3:23])[CH3:22])[C:9]2=[O:10])=[CH:4][CH:3]=1 |f:1.2|. Procedure: Analogously to Example 1, N-(4-chlorophenyl)-bis(chlorocarbonyl)-amine and acetone-S-methyl-isothiosemicarbazone hydroiodide with addition of triethylamine, yielded 1-(4-chlorophenyl)-3-isopropylideneamino-4-methylmercaptotetrahydro-1,3,5-triazine-2,6-dione as a colorless powder of melting point 142°-144° C. Reactants: CCOC(=O)C(=O)OCC, CC(=O)c1ccc(C(F)(F)F)cc1, [H-], [Na+], CN(C)C=O. The product is CCOC(=O)C(=O)CC(=O)c1ccc(C(F)(F)F)cc1. RXN SMILES: [CH2:16]([CH3:17])[O:18][C:19]([C:20](=[O:21])[O:22][CH2:23][CH3:24])=[O:25].[F:3][C:4]([c:5]1[cH:6][cH:7][c:8]([C:11]([CH3:12])=[O:13])[cH:9][cH:10]1)([F:14])[F:15].[H-:1].[Na+:2].[O:26]=[CH:27][N:28]([CH3:29])[CH3:30]>>[F:3][C:4]([c:5]1[cH:6][cH:7][c:8]([C:11]([CH2:12][C:20]([C:19]([O:18][CH2:16][CH3:17])=[O:25])=[O:21])=[O:13])[cH:9][cH:10]1)([F:14])[F:15]. Starting materials: CCOC(C)=O, ClC(Cl)(Cl)Cl, Cc1cnn(-c2ccc(I)cc2)c1, [N-]=[N+]=[N-], CC(C)(C#N)N=NC(C)(C)C#N, [Na+], O=C1CCC(=O)N1Br, O. Yields the product [N-]=[N+]=NCc1cnn(-c2ccc(I)cc2)c1. As a reaction SMILES: [CH3:43][CH2:44][O:45][C:46]([CH3:47])=[O:48].[Cl:38][C:39]([Cl:40])([Cl:41])[Cl:42].[I:1][c:2]1[cH:3][cH:4][c:5](-[n:8]2[n:9][cH:10][c:11]([CH3:13])[cH:12]2)[cH:6][cH:7]1.[N-:34]=[N+:35]=[N-:36].[N:22]#[C:23][C:24]([N:25]=[N:26][C:27]([C:28]#[N:29])([CH3:30])[CH3:31])([CH3:32])[CH3:33].[Na+:37].[O:14]=[C:15]1[N:16]([Br:17])[C:18](=[O:19])[CH2:20][CH2:21]1.[OH2:49]>>[I:1][c:2]1[cH:3][cH:4][c:5](-[n:8]2[n:9][cH:10][c:11]([CH2:13][N:34]=[N+:35]=[N-:36])[cH:12]2)[cH:6][cH:7]1. Starting materials: CN, CC#N, CCO, C=CCOCc1cc(-n2ncc3c2C=C2CCC4C(C(O)CC5(C)C4CCC5(OC(=O)c4ccco4)C(=O)SCC#N)C2(C)C3)ccc1F. Product: C=CCOCc1cc(-n2ncc3c2C=C2CCC4C(C(O)CC5(C)C4CCC5(OC(=O)c4ccco4)C(=O)NC)C2(C)C3)ccc1F. RXN SMILES: [CH3:50][NH2:51].[CH3:52][C:53]#[N:54].[CH3:55][CH2:56][OH:57].[o:1]1[c:2]([C:6](=[O:7])[O:8][C:9]2([C:44](=[O:45])[S:46][CH2:47][C:48]#[N:49])[CH2:10][CH2:11][CH:12]3[CH:13]4[CH2:14][CH2:15][C:16]5=[CH:24][c:23]6[c:19]([cH:20][n:21][n:22]6-[c:25]6[cH:26][c:27]([CH2:32][O:33][CH2:34][CH:35]=[CH2:36])[c:28]([F:31])[cH:29][cH:30]6)[CH2:18][C:17]5([CH3:43])[CH:37]4[CH:38]([OH:42])[CH2:39][C:40]23[CH3:41])[cH:3][cH:4][cH:5]1>>[o:1]1[c:2]([C:6](=[O:7])[O:8][C:9]2([C:44](=[O:45])[NH:51][CH3:50])[CH2:10][CH2:11][CH:12]3[CH:13]4[CH2:14][CH2:15][C:16]5=[CH:24][c:23]6[c:19]([cH:20][n:21][n:22]6-[c:25]6[cH:26][c:27]([CH2:32][O:33][CH2:34][CH:35]=[CH2:36])[c:28]([F:31])[cH:29][cH:30]6)[CH2:18][C:17]5([CH3:43])[CH:37]4[CH:38]([OH:42])[CH2:39][C:40]23[CH3:41])[cH:3][cH:4][cH:5]1. Reactants: Cc1sc(C(=O)OCc2ccccc2)cc1N, O=C=NCc1ccccc1, Cc1ccccc1, CCOCC. Product: Cc1sc(C(=O)OCc2ccccc2)cc1NC(=O)NCc1ccccc1. As a reaction SMILES: [CH2:11]([c:12]1[cH:13][cH:14][cH:15][cH:16][cH:17]1)[O:18][C:19](=[O:20])[c:21]1[s:22][c:23]([CH3:27])[c:24]([NH2:26])[cH:25]1.[CH2:1]([c:2]1[cH:3][cH:4][cH:5][cH:6][cH:7]1)[N:8]=[C:9]=[O:10].[CH3:28][c:29]1[cH:30][cH:31][cH:32][cH:33][cH:34]1.[CH3:35][CH2:36][O:37][CH2:38][CH3:39]>>[CH2:1]([c:2]1[cH:3][cH:4][cH:5][cH:6][cH:7]1)[NH:8][C:9](=[O:10])[NH:26][c:24]1[c:23]([CH3:27])[s:22][c:21]([C:19]([O:18][CH2:11][c:12]2[cH:13][cH:14][cH:15][cH:16][cH:17]2)=[O:20])[cH:25]1.